From a dataset of the Open Reaction Database (ORD), a public repository of structured organic reaction records. describe an organic reaction: reactants, conditions, products, and yield The reactants are C([O-])([O-])=O.[K+].[K+] (potassium carbonate), ClC=1C=C(C=CC1)C(C(=O)C1=CC=C(C=C1)N(C)C)O (2-(3-chlorophenyl)-2-hydroxy-1-[4-(dimethylamino)phenyl]ethanone), [Sn] (tin), Cl (HCl). The reagents and catalysts are S(=O)(=O)([O-])[O-].[Cu+2] (copper (II) sulfate). The solvent is C(C)O (ethanol). Yields the product ClC=1C=C(C=CC1)CC(=O)C1=CC=C(C=C1)N(C)C (2-(3-chlorophenyl)-1-[4-(dimethylamino)phenyl]ethanone). As a reaction SMILES: [Cl:1][C:2]1[CH:3]=[C:4]([CH:8](O)[C:9]([C:11]2[CH:16]=[CH:15][C:14]([N:17]([CH3:19])[CH3:18])=[CH:13][CH:12]=2)=[O:10])[CH:5]=[CH:6][CH:7]=1.[Sn].Cl.C(=O)([O-])[O-].[K+].[K+]>S([O-])([O-])(=O)=O.[Cu+2].C(O)C>[Cl:1][C:2]1[CH:3]=[C:4]([CH2:8][C:9]([C:11]2[CH:12]=[CH:13][C:14]([N:17]([CH3:18])[CH3:19])=[CH:15][CH:16]=2)=[O:10])[CH:5]=[CH:6][CH:7]=1 |f:3.4.5,6.7,^3:20|. Procedure details: A mixture of 9.08 g, of 2-(3-chlorophenyl)-2-hydroxy-1-[4-(dimethylamino)phenyl]ethanone, 3 equivalents of mossy tin, a spatula tip of copper (II) sulfate, 20 ml of concentrated HCl, and 60 ml of 95% ethanol was stirred at reflux 3 hours. The mixture was basified with potassium carbonate solution and filtered. The cake was washed with ethyl acetate and the filtrate separated. The aqueous phase was extracted with ethyl acetate and the combined organic layers were dried (Na2SO4), filtered, and eva... Starting materials: Fc1ccc2nc(CBr)ccc2c1, O=C([O-])[O-], CCOC(=O)C(C)(C)Cc1c(SC(C)(C)C)c2cc(O)ccc2n1Cc1ccc(Br)cc1, CC#N, [Cs+], [Cs+]. Yields the product CCOC(=O)C(C)(C)Cc1c(SC(C)(C)C)c2cc(OCc3ccc4cc(F)ccc4n3)ccc2n1Cc1ccc(Br)cc1. RXN SMILES: [Br:33][CH2:34][c:35]1[n:36][c:37]2[cH:38][cH:39][c:40]([F:45])[cH:41][c:42]2[cH:43][cH:44]1.[C:46](=[O:47])([O-:48])[O-:49].[CH2:1]([CH3:2])[O:3][C:4]([C:5]([CH2:6][c:7]1[n:8]([CH2:22][c:23]2[cH:24][cH:25][c:26]([Br:29])[cH:27][cH:28]2)[c:9]2[cH:10][cH:11][c:12]([OH:21])[cH:13][c:14]2[c:15]1[S:16][C:17]([CH3:18])([CH3:19])[CH3:20])([CH3:30])[CH3:31])=[O:32].[CH3:52][C:53]#[N:54].[Cs+:50].[Cs+:51]>>[CH2:1]([CH3:2])[O:3][C:4]([C:5]([CH2:6][c:7]1[n:8]([CH2:22][c:23]2[cH:24][cH:25][c:26]([Br:29])[cH:27][cH:28]2)[c:9]2[cH:10][cH:11][c:12]([O:21][CH2:34][c:35]3[n:36][c:37]4[cH:38][cH:39][c:40]([F:45])[cH:41][c:42]4[cH:43][cH:44]3)[cH:13][c:14]2[c:15]1[S:16][C:17]([CH3:18])([CH3:19])[CH3:20])([CH3:30])[CH3:31])=[O:32]. Starting materials: CC(C)(C)OC(=O)NC(C(=O)N1CCCC1C(=O)O)c1ccccc1, CC(C)(C)OC(=O)NC(C(=O)N1CCCC1C(=O)OCc1ccccc1)c1ccccc1. The product is CC(C)(C)OC(=O)NC(C(=O)N1CCCC1C(=O)O)c1ccccc1. As a reaction SMILES: [C:33]([O:34][C:35]([NH:36][CH:37]([c:38]1[cH:39][cH:40][cH:41][cH:42][cH:43]1)[C:44]([N:45]1[CH2:46][CH2:47][CH2:48][CH:49]1[C:50]([OH:51])=[O:52])=[O:53])=[O:54])([CH3:55])([CH3:56])[CH3:57].[CH2:1]([c:2]1[cH:3][cH:4][cH:5][cH:6][cH:7]1)[O:8][C:9](=[O:10])[CH:11]1[N:12]([C:16]([CH:17]([c:18]2[cH:19][cH:20][cH:21][cH:22][cH:23]2)[NH:24][C:25](=[O:26])[O:27][C:28]([CH3:29])([CH3:30])[CH3:31])=[O:32])[CH2:13][CH2:14][CH2:15]1>>[O:8]=[C:9]([OH:10])[CH:11]1[N:12]([C:16]([CH:17]([c:18]2[cH:19][cH:20][cH:21][cH:22][cH:23]2)[NH:24][C:25](=[O:26])[O:27][C:28]([CH3:29])([CH3:30])[CH3:31])=[O:32])[CH2:13][CH2:14][CH2:15]1. Reactants: CCO (EtOH), N (NH3), ice, ice, BrC=1C=C2C(C3(OCCC3)COC2=CC1)=C (6-bromo-4-methylene-4′,5′-dihydro-3′H,4H-spiro[chromene-3,2′-furan]), CC#N (MeCN), II (iodine). Reagents/catalysts: [Ag]OC#N (silver cyanate). Run in C1CCOC1 (THF), CCOC(=O)C (EtOAc). Conditions: temperature 70 celsius, time 8 hour. Product: BrC=1C=C2C(=CC1)OCC1(OCCC1)C21N=C(OC1)N (6′-bromo-4,5-dihydro-3H-dispiro[furan-2,3′-chromene-4′,4″-[1,3]oxazol]-2″-amine). As a reaction SMILES: [Br:1][C:2]1[CH:3]=[C:4]2[C:13](=[CH:14][CH:15]=1)[O:12][CH2:11][C:6]1([CH2:10][CH2:9][CH2:8][O:7]1)[C:5]2=[CH2:16].II.C[CH2:20][OH:21].[NH3:22].CC#[N:25]>CCOC(C)=O.C1COCC1.[Ag]OC#N>[Br:1][C:2]1[CH:3]=[C:4]2[C:5]3([CH2:16][O:21][C:20]([NH2:25])=[N:22]3)[C:6]3([CH2:10][CH2:9][CH2:8][O:7]3)[CH2:11][O:12][C:13]2=[CH:14][CH:15]=1. Procedure: To an ice chilled solution of 6-bromo-4-methylene-4′,5′-dihydro-3′H,4H-spiro[chromene-3,2′-furan] (497 mg, 1.77 mmol) in EtOAc (2.5 ml) and MeCN (2.5 ml) was added silver cyanate (397 mg, 2.65 mmol) in an ice bath under an argon atmosphere. To the mixture was added iodine (673 mg, 2.65 mmol). After stirring for 30 minutes in the ice bath and 30 minutes at ambient temperature, the mixture was filtered through celite. The filtrate was washed with saturated aqueous Na2S2O3. The organic layer was wa... Reactants: BrN1C(CCC1=O)=O (N-bromosuccinimide), COC=1C=C(C=CC1)C1=CC(=CC=C1)OC (3,3′-dimethoxybiphenyl), COC=1C=C(C=CC1)C1=CC(=CC=C1)OC (3,3′-dimethoxybiphenyl). Solvent: CN(C=O)C (dimethylformamide), CN(C=O)C (dimethylformamide). Conditions: temperature 0 celsius, time 12 hour. Product: BrC1=C(C=C(C=C1)OC)C1=CC(=CC=C1)OC (2-bromo-5,3′-dimethoxybiphenyl). Yield: 97.9%. RXN SMILES: [CH3:1][O:2][C:3]1[CH:4]=[C:5]([C:9]2[CH:14]=[CH:13][CH:12]=[C:11]([O:15][CH3:16])[CH:10]=2)[CH:6]=[CH:7][CH:8]=1.[Br:17]N1C(=O)CCC1=O>CN(C)C=O>[Br:17][C:14]1[CH:13]=[CH:12][C:11]([O:15][CH3:16])=[CH:10][C:9]=1[C:5]1[CH:6]=[CH:7][CH:8]=[C:3]([O:2][CH3:1])[CH:4]=1. Procedure: 3,3′-dimethoxybiphenyl (5.0 g, 23.34 mmol) was dissolved in a dimethylformamide solvent and cooled to 0° C. N-bromosuccinimide (4.15 g, 23.34 mmol) was dissolved in a dimethylformamide solvent (63 ml) and added slowly to a solution of 3,3′-dimethoxybiphenyl for about 1.5 hours. The mixture was stirred at room temperature for about 12 hours and distilled water was added thereto, followed by stirring for about 10 minutes. The resultant was filtered three times with hexane and the filtrate was wash... The reactants are COC(C1=CC(=C(C=C1)NCC)N)=O (3-amino-4-ethylamino-benzoic acid methyl ester), C(CCl)Cl (EDC), N1=CC(=CC=C1)OC1=CC2=C(N=C(S2)N)C=C1 (6-(pyridin-3-yloxy)-benzothiazol-2-ylamine), C(=S)(N1C=NC=C1)N1C=NC=C1 (1,1′-thiocarbonyldiimidazole). Run in CN(C)C=O (DMF). The product is COC(=O)C1=CC2=C(N(C(=N2)NC=2SC3=C(N2)C=CC(=C3)OC=3C=NC=CC3)CC)C=C1 (1-Ethyl-2-[6-(pyridin-3-yloxy)-benzothiazol-2-ylamino]-1H-benzoimidazole-5-carboxylic acid methyl ester). Isolated yield 42.3%. RXN SMILES: [CH3:1][O:2][C:3](=[O:14])[C:4]1[CH:9]=[CH:8][C:7]([NH:10][CH2:11][CH3:12])=[C:6]([NH2:13])[CH:5]=1.[N:15]1[CH:20]=[CH:19][CH:18]=[C:17]([O:21][C:22]2[CH:31]=[CH:30][C:25]3[N:26]=[C:27]([NH2:29])[S:28][C:24]=3[CH:23]=2)[CH:16]=1.[C:32](N1C=CN=C1)(N1C=CN=C1)=S.C(Cl)CCl>CN(C=O)C>[CH3:1][O:2][C:3]([C:4]1[CH:9]=[CH:8][C:7]2[N:10]([CH2:11][CH3:12])[C:32]([NH:29][C:27]3[S:28][C:24]4[CH:23]=[C:22]([O:21][C:17]5[CH:16]=[N:15][CH:20]=[CH:19][CH:18]=5)[CH:31]=[CH:30][C:25]=4[N:26]=3)=[N:13][C:6]=2[CH:5]=1)=[O:14]. Procedure: 1-Ethyl-2-[6-(pyridin-3-yloxy)-benzothiazol-2-ylamino]-1H-benzoimidazole-5-carboxylic acid methyl ester (155.0 mg) was prepared by following General Procedure D starting from 3-amino-4-ethylamino-benzoic acid methyl ester (160.0 mg), 6-(pyridin-3-yloxy)-benzothiazol-2-ylamine (200.0 mg), 1,1′-thiocarbonyldiimidazole (200.0 mg), and EDC (200.0 mg) in DMF (2.0 mL). The reactants are CC(C)O, CC1(C)OC2C(COC(c3ccccc3)(c3ccccc3)c3ccccc3)=CC(c3cnc4c(Cl)nccn34)C2O1, N. Yields the product CC1(C)OC2C(COC(c3ccccc3)(c3ccccc3)c3ccccc3)=CC(c3cnc4c(N)nccn34)C2O1. Reaction SMILES: [CH:43]([OH:44])([CH3:45])[CH3:46].[Cl:2][c:3]1[c:4]2[n:5]([cH:6][cH:7][n:8]1)[c:9]([CH:12]1[CH:13]=[C:14]([CH2:22][O:23][C:24]([c:25]3[cH:26][cH:27][cH:28][cH:29][cH:30]3)([c:31]3[cH:32][cH:33][cH:34][cH:35][cH:36]3)[c:37]3[cH:38][cH:39][cH:40][cH:41][cH:42]3)[CH:15]3[O:16][C:17]([CH3:20])([CH3:21])[O:18][CH:19]13)[cH:10][n:11]2.[NH3:1]>>[NH2:1][c:3]1[c:4]2[n:5]([cH:6][cH:7][n:8]1)[c:9]([CH:12]1[CH:13]=[C:14]([CH2:22][O:23][C:24]([c:25]3[cH:26][cH:27][cH:28][cH:29][cH:30]3)([c:31]3[cH:32][cH:33][cH:34][cH:35][cH:36]3)[c:37]3[cH:38][cH:39][cH:40][cH:41][cH:42]3)[CH:15]3[O:16][C:17]([CH3:20])([CH3:21])[O:18][CH:19]13)[cH:10][n:11]2.